Dataset: the Open Reaction Database (ORD), a public repository of structured organic reaction records. Task: describe an organic reaction: reactants, conditions, products, and yield The reactants are COC(C1=CC(=C(C=C1)C)[N+](=O)[O-])=O (4—Methyl-3-nitrobenzoic acid methyl ester), 2L, CCOC(=O)C (EtOAc). Reagents/catalysts: [Pd] (Pd/C). Run in CO (MeOH). Run at time 1 hour. Product: COC(C1=CC(=C(C=C1)C)N)=O (3-amino-4-methyl-benzoic acid methyl ester). Isolated yield 100.0%. As a reaction SMILES: [CH3:1][O:2][C:3](=[O:14])[C:4]1[CH:9]=[CH:8][C:7]([CH3:10])=[C:6]([N+:11]([O-])=O)[CH:5]=1.CCOC(C)=O>CO.[Pd]>[CH3:1][O:2][C:3](=[O:14])[C:4]1[CH:9]=[CH:8][C:7]([CH3:10])=[C:6]([NH2:11])[CH:5]=1. Procedure: The ester from above (29.37 g, 150 mmol) was added to a 2L Parr hydrogenation flask and dissolved in anhydrous MeOH (200 mL) plus EtOAc (25 mL). The solution was then treated with 10% Pd/C (2.25 g, 50% wet) and fitted to a hydrogenator apparatus. After purging the flask 3 times with hydrogen gas, the mixture was shaken for 1 hour at 30 psi. The flask was then removed, and filtered through a celite pad washing with MeOH. The solvent was then removed under reduced pressure to afford 3-amino-4-meth... Starting materials: O=C1c2ccccc2C(=O)N1CCCCBr, CC(=O)Nc1ccccc1, CN(C)C=O, [H-], [Na+], O. Product: CC(=O)N(CCCCN1C(=O)c2ccccc2C1=O)c1ccccc1. RXN SMILES: [Br:13][CH2:14][CH2:15][CH2:16][CH2:17][N:18]1[C:19](=[O:28])[c:20]2[c:21]([cH:24][cH:25][cH:26][cH:27]2)[C:22]1=[O:23].[C:3]([CH3:4])(=[O:5])[NH:6][c:7]1[cH:8][cH:9][cH:10][cH:11][cH:12]1.[CH3:30][N:31]([CH3:32])[CH:33]=[O:34].[H-:1].[Na+:2].[OH2:29]>>[C:3]([CH3:4])(=[O:5])[N:6]([c:7]1[cH:8][cH:9][cH:10][cH:11][cH:12]1)[CH2:14][CH2:15][CH2:16][CH2:17][N:18]1[C:19](=[O:28])[c:20]2[c:21]([cH:24][cH:25][cH:26][cH:27]2)[C:22]1=[O:23].